This data is from the Open Reaction Database (ORD), a public repository of structured organic reaction records. The task is: describe an organic reaction: reactants, conditions, products, and yield Starting materials: COC=1C=C2C(C=C(O2)C=2N=C3SC(=NN3C2)OC)=C(C1)O (6-methoxy-2-(2-methoxyimidazo[2,1-b][1,3,4]thiadiazol-6-yl)benzofuran-4-ol), C1(=CC=CC=C1)P(C1=CC=CC=C1)C1=CC=CC=C1 (triphenylphosphine), C1(=CC=CC=C1)C=1SC=C(N1)CO ((2-phenylthiazol-4-yl)methanol), N(=NC(=O)OC(C)C)C(=O)OC(C)C (diisopropyl azodicarboxylate). Run in O1CCCC1 (tetrahydrofuran), ClCCl (dichloromethane). Reaction conditions: temperature -50 celsius, time 5 hour. Yields the product COC1=NN2C(S1)=NC(=C2)C=2OC1=C(C2)C(=CC(=C1)OC)OCC=1N=C(SC1)C1=CC=CC=C1 (2-Methoxy-6-(6-methoxy-4-((2-phenylthiazol-4-yl)methoxy)benzofuran-2-yl)imidazo[2,1-b][1,3,4]thiadiazole). Isolated yield 113.3%. As a reaction SMILES: [CH3:1][O:2][C:3]1[CH:4]=[C:5]2[O:9][C:8]([C:10]3[N:11]=[C:12]4[N:16]([CH:17]=3)[N:15]=[C:14]([O:18][CH3:19])[S:13]4)=[CH:7][C:6]2=[C:20]([OH:22])[CH:21]=1.C1(P(C2C=CC=CC=2)C2C=CC=CC=2)C=CC=CC=1.[C:42]1([C:48]2[S:49][CH:50]=[C:51]([CH2:53]O)[N:52]=2)[CH:47]=[CH:46][CH:45]=[CH:44][CH:43]=1.N(C(OC(C)C)=O)=NC(OC(C)C)=O>O1CCCC1.ClCCl>[CH3:19][O:18][C:14]1[S:13][C:12]2=[N:11][C:10]([C:8]3[O:9][C:5]4[CH:4]=[C:3]([O:2][CH3:1])[CH:21]=[C:20]([O:22][CH2:53][C:51]5[N:52]=[C:48]([C:42]6[CH:43]=[CH:44][CH:45]=[CH:46][CH:47]=6)[S:49][CH:50]=5)[C:6]=4[CH:7]=3)=[CH:17][N:16]2[N:15]=1. Procedure: A mixture of 6-methoxy-2-(2-methoxyimidazo[2,1-b][1,3,4]thiadiazol-6-yl)benzofuran-4-ol (Example 1H, 0.800 g, 2.52 mmol), triphenylphosphine (0.992 g, 3.78 mmol) and (2-phenylthiazol-4-yl)methanol (Example 3B, 0.555 g, 2.90 mmol) in a 200 mL flask fitted with an addition funnel was maintained under vacuum for ten minutes. The mixture was then flushed with nitrogen and charged with dry tetrahydrofuran (60 mL, distilled over lithium aluminum hydride). The solution was warmed to −50° C. and then so...